From a dataset of the Open Reaction Database (ORD), a public repository of structured organic reaction records. describe an organic reaction: reactants, conditions, products, and yield Reactants: CCOC(=O)C (EtOAc), CCOC(=O)C (EtOAc), CC(C)(C)[O-].[K+] (t-BuOK), FC1=C(C=C(C(=C1)F)F)F (1,2,4,5-tetrafluorobenzene), C(CO)O (ethylene glycol). Solvent: CS(=O)C (DMSO). Run at temperature 80 celsius. Yields the product FC1=C(OCCO)C=C(C(=C1)F)F (2-(2,4,5-Trifluorophenoxy)ethanol). As a reaction SMILES: CC([O-])(C)C.[K+].F[C:8]1[CH:13]=[C:12]([F:14])[C:11]([F:15])=[CH:10][C:9]=1[F:16].[CH2:17]([OH:20])[CH2:18][OH:19].CCOC(C)=O>CS(C)=O>[F:16][C:9]1[CH:10]=[C:11]([F:15])[C:12]([F:14])=[CH:13][C:8]=1[O:19][CH2:18][CH2:17][OH:20] |f:0.1|. Procedure: t-BuOK (3.0 g, 27 mmol) was added to a mixture of 1,2,4,5-tetrafluorobenzene (2.0 g, 13.3 mmol) and ethylene glycol (7.5 mL, 133 mmol) in DMSO (50 mL) and heated at 80° C. for 1 h and then at 60° C. overnight. EtOAc was added and the resulting solution was washed several times with water. The organic layer was dried (Na2SO4) and concentrated carefully in vacuo at 30° C. to furnish 1.5 g (containing ˜14% EtOAc) of the title compound as a white semisolid. NMR analysis supports the stated structure... Reaction SMILES: [ClH:1].Cl.[C:3]1([O:13][C:14](=[O:37])[C@H:15]([CH2:32][CH2:33][CH2:34][CH2:35][NH2:36])[NH:16]C(=O)[C@H](CC(C)C)NC(=O)[C@@H](C(C)C)N)[C:12]2[C:7](=[CH:8][CH:9]=[CH:10][CH:11]=2)[CH:6]=[CH:5][CH:4]=1>Cl.O1CCOCC1>[ClH:1].[C:3]1([O:13][C:14](=[O:37])[C@H:15]([CH2:32][CH2:33][CH2:34][CH2:35][NH:36][C:14]([O:13][CH2:3][C:12]2[CH:7]=[CH:8][CH:9]=[CH:10][CH:11]=2)=[O:37])[NH2:16])[C:12]2[C:7](=[CH:8][CH:9]=[CH:10][CH:11]=2)[CH:6]=[CH:5][CH:4]=1 |f:0.1.2,3.4,5.6|. Yields the product Cl.C1(=CC=CC2=CC=CC=C12)OC([C@@H](N)CCCCNC(=O)OCC1=CC=CC=C1)=O (Nε -benzyloxycarbonyl-L-lysine 1-naphthyl ester hydrochloride). Conditions: time 1.5 hour. Yield: 209.8%. Solvent: Cl.O1CCOCC1 (hydrochloric acid dioxane). The reactants are Cl.Cl.C1(=CC=CC2=CC=CC=C12)OC([C@@H](NC([C@@H](NC([C@H](N)C(C)C)=O)CC(C)C)=O)CCCCN)=O (D-valyl-L-leucyl-L-lysine 1-naphthyl ester dihydrochloride). Procedure details: In 25 g of hydrochloric acid-dioxane solution (110 mg HCl/g) was dissolved 13.2 g of the above ester, and the solution was stirred at room temperature for 1.5 hrs. The reaction mixture was evaporated under reduced pressure to dryness, and anhydrous diethyl ether was added to the residue. The resulting mixture was allowed to stand for 24 hrs, and the colorless powders thus precipitated were collected to obtain 11.0 g (yield 95%) of Nε -benzyloxycarbonyl-L-lysine 1-naphthyl ester hydrochloride, m.... Yields the product OCCOc1ccccc1OCc1ccccc1. The reactants are c1ccc(COc2ccccc2OCCOC2CCCCO2)cc1, CO, Cl, C1CCOC1, O. Reaction SMILES: [CH2:1]([c:2]1[cH:3][cH:4][cH:5][cH:6][cH:7]1)[O:8][c:9]1[c:10]([O:11][CH2:12][CH2:13][O:14][CH:15]2[CH2:16][CH2:17][CH2:18][CH2:19][O:20]2)[cH:21][cH:22][cH:23][cH:24]1.[CH3:32][OH:33].[ClH:25].[O:27]1[CH2:28][CH2:29][CH2:30][CH2:31]1.[OH2:26]>>[CH2:1]([c:2]1[cH:3][cH:4][cH:5][cH:6][cH:7]1)[O:8][c:9]1[c:10]([O:11][CH2:12][CH2:13][OH:14])[cH:21][cH:22][cH:23][cH:24]1. Reactants: O=C([O-])[O-], CCI, Cc1nnnn1-c1ccccc1C(=O)O, CC(C)=O, ClCCl, [Cs+], [Cs+]. Yields the product CCOC(=O)c1ccccc1-n1nnnc1C. Reaction SMILES: [C:16](=[O:17])([O-:18])[O-:19].[CH2:22]([CH3:23])[I:24].[CH3:1][c:2]1[n:3][n:4][n:5][n:6]1-[c:7]1[c:8]([C:9](=[O:10])[OH:11])[cH:12][cH:13][cH:14][cH:15]1.[CH3:25][C:26](=[O:27])[CH3:28].[Cl:29][CH2:30][Cl:31].[Cs+:20].[Cs+:21]>>[CH3:1][c:2]1[n:3][n:4][n:5][n:6]1-[c:7]1[c:8]([C:9](=[O:10])[O:11][CH2:22][CH3:23])[cH:12][cH:13][cH:14][cH:15]1. Starting materials: CC(=O)O, O=C(O)CCc1ccc2c(c1)C(=O)c1ccccc1CO2, [Zn]. Product: O=C(O)CCc1ccc2c(c1)Cc1ccccc1CO2. As a reaction SMILES: [CH3:22][C:23](=[O:24])[OH:25].[O:1]=[C:2]1[c:3]2[c:4]([cH:13][cH:14][c:15]([CH2:17][CH2:18][C:19](=[O:20])[OH:21])[cH:16]2)[O:5][CH2:6][c:7]2[c:8]1[cH:9][cH:10][cH:11][cH:12]2.[Zn:26]>>[CH2:2]1[c:3]2[c:4]([cH:13][cH:14][c:15]([CH2:17][CH2:18][C:19](=[O:20])[OH:21])[cH:16]2)[O:5][CH2:6][c:7]2[c:8]1[cH:9][cH:10][cH:11][cH:12]2. The reactants are ClC1=CC=C(C=C1)C1=C2CC(NC2=CC=C1)=O (4-(4-chloro-phenyl)-1,3-dihydro-indol-2-one), CC1=C(NC(=C1)C)C=O (3,5-dimethyl-1H-pyrrole-2-carbaldehyde). Reagents/catalysts: N1CCCCC1 (piperidine). Solvent: C(C)O (ethanol). Run at time 3 day. The product is CC1=C(NC(=C1)C)C=C1C(NC2=CC=CC(=C12)C1=CC=C(C=C1)Cl)=O (3-(3,5-Dimethyl-1H-pyrrol-2-ylmethylene)-4-(4-chloro-phenyl)-1,3-dihydro-indol-2-one). The yield is 41.3%. As a reaction SMILES: [Cl:1][C:2]1[CH:7]=[CH:6][C:5]([C:8]2[CH:16]=[CH:15][CH:14]=[C:13]3[C:9]=2[CH2:10][C:11](=[O:17])[NH:12]3)=[CH:4][CH:3]=1.[CH3:18][C:19]1[CH:23]=[C:22]([CH3:24])[NH:21][C:20]=1[CH:25]=O>C(O)C.N1CCCCC1>[CH3:18][C:19]1[CH:23]=[C:22]([CH3:24])[NH:21][C:20]=1[CH:25]=[C:10]1[C:9]2[C:13](=[CH:14][CH:15]=[CH:16][C:8]=2[C:5]2[CH:4]=[CH:3][C:2]([Cl:1])=[CH:7][CH:6]=2)[NH:12][C:11]1=[O:17]. Procedure: To a solution of 4-(4-chloro-phenyl)-1,3-dihydro-indol-2-one (60.9 mg, 0.25 mmol) and 3,5-dimethyl-1H-pyrrole-2-carbaldehyde (32 mg, 0.26 mmol) in ethanol (2 mL) was added piperidine (3 drops). The reaction mixture was stirred at room temperature for three days. A yellow solid product was precipitated out, filtered, washed by ethanol for three times, and dried under high vacuum to provide pure product 3-(3,5-Dimethyl-1H-pyrrol-2-ylmethylene)-4-(4-chloro-phenyl)-1,3-dihydro-indol-2-one as a yello...